Dataset: the Open Reaction Database (ORD), a public repository of structured organic reaction records. Task: describe an organic reaction: reactants, conditions, products, and yield The reactants are P(=O)(Cl)(Cl)Cl (phosphorus oxychloride), CN(C)C=O (DMF), N1C(CC2=CC=CC=C12)=O (oxindole), ice water. Run at time 15 minute. Yields the product ClC=1NC2=CC=CC=C2C1C=O (2-Chloro-1H-indole-3-carboxaldehyde). Yield: 84.0%. Reaction SMILES: P(Cl)(Cl)([Cl:3])=O.[NH:6]1[C:14]2[C:9](=[CH:10][CH:11]=[CH:12][CH:13]=2)[CH2:8][C:7]1=O.CN([CH:19]=[O:20])C>>[Cl:3][C:7]1[NH:6][C:14]2[C:9]([C:8]=1[CH:19]=[O:20])=[CH:10][CH:11]=[CH:12][CH:13]=2. Procedure: To DMF (30 mL) with stirring at 0° C. was added dropwise phosphorus oxychloride (10 mL, 107 mmole) over 5 minutes. The reaction was stirred for an additional 15 minutes, then oxindole (6.0 g, 45 mmole) was added portionwise over 5 min. The reaction was allowed to warm to RT and stirred for 18 h then was carefully poured into ice water (350 mL). The solution was stirred for 6 h after which time a suspension formed. The solids were filtered off, washed with cold water, pressed dry and dried under ... Yields the product NCCCCCCCCNC(=N)NC(=O)OCC1=CC=CC=C1 (N-(8-Aminooctyl)-N'-benzyloxycarbonyl guanidine). Reported procedure: A mixture of N-benzyloxycarbonyl-O-methyl-isourea (II-OMe) (0.42 g, 2.0 mmol) and 1,8-diaminooctane (Ie) (0.72 g, 12 mmol) in toluene (3.5 mL) was stirred at 40° C. for 24 h and at 6° C. for 1 h. The crystals were collected by filtration. The white crystalline product was washed with toluene (3×1 mL) and dried (vacuum, 30°-35° C., 2 h). The yield of N-(8-aminooctyl)-N'-benzyloxycarbonyl guanidine (IIIe) was 0.32 g (50% in theory). Reaction conditions: temperature 6 celsius, time 1 hour. Solvent: C1(=CC=CC=C1)C (toluene). As a reaction SMILES: [CH2:1]([O:8][C:9]([NH:11][C:12](=[NH:16])OCC)=[O:10])[C:2]1[CH:7]=[CH:6][CH:5]=[CH:4][CH:3]=1.[NH2:17][CH2:18][CH2:19][CH2:20][CH2:21][CH2:22][CH2:23][CH2:24][CH2:25][NH2:26]>C1(C)C=CC=CC=1>[NH2:17][CH2:18][CH2:19][CH2:20][CH2:21][CH2:22][CH2:23][CH2:24][CH2:25][NH:26][C:12]([NH:11][C:9]([O:8][CH2:1][C:2]1[CH:3]=[CH:4][CH:5]=[CH:6][CH:7]=1)=[O:10])=[NH:16]. Reactants: C(C1=CC=CC=C1)OC(=O)NC(OCC)=N (N-benzyloxycarbonyl-O-ethyl-isourea), NCCCCCCCCN (1,8-diaminooctane). The reactants are CSCS(C)=O (Formaldehyde dimethyl mercaptal S-oxide), BrCCC(C)Br (1,3-dibromobutane), O1CCCC1 (tetrahydrofuran), C(CCC)[Li] (n-butyl lithium). The product is CSC1(C(CC1)C)S(C)=O (2-methylcyclobutanone dimethyl mercaptal S-oxide). RXN SMILES: [CH3:1][S:2][CH2:3][S:4](=[O:6])[CH3:5].O1[CH2:11][CH2:10][CH2:9][CH2:8]1.C([Li])CCC.BrCCC(Br)C>C(Cl)Cl.CCCCCC>[CH3:1][S:2][C:3]1([S:4](=[O:6])[CH3:5])[CH2:11][CH2:10][CH:9]1[CH3:8]. Reported procedure: Formaldehyde dimethyl mercaptal S-oxide (1.571 g) was dissolved in 15 ml. of tetrahydrofuran, and 8.9 ml. of an n-hexane solution of n-butyl lithium (1.4 millimols/milliliter) was added at -10° C. The mixture was stirred for 80 minutes, and then at -70° C., 1.125 g of 1,3-dibromobutane was added, and the mixture was stirred for 46.5 hours at room temperature. Methylene chloride (100 ml) was added. The mixture was washed with water and dried with anhydrous magnesium sulfate. It was concentrated a... Conditions: time 80 minute. The solvent is C(Cl)Cl (Methylene chloride), CCCCCC (n-hexane). The reactants are ice water, [Na] (Sodium), C(C)OC(C(C(=O)OCC)(COS(=O)(=O)C)COS(=O)(=O)C)=O (2,2-bis-methylsulfonyloxymethyl-malonic acid diethyl ester), C(C1=CC=CC=C1)S (benzyl mercaptan). The solvent is C(C)O (ethanol). Run at time 16 hour. Product: C(C)OC(C(CSCC1=CC=CC=C1)CSCC1=CC=CC=C1)=O (3-benzylsulfanyl-2-benzylsulfanylmethyl-propionic acid ethyl ester). Yield: 83.0%. As a reaction SMILES: [Na].[CH2:2]([SH:9])[C:3]1[CH:8]=[CH:7][CH:6]=[CH:5][CH:4]=1.C(OC(=O)[C:14]([CH2:26]OS(C)(=O)=O)([CH2:20]OS(C)(=O)=O)[C:15]([O:17][CH2:18][CH3:19])=[O:16])C>C(O)C>[CH2:18]([O:17][C:15](=[O:16])[CH:14]([CH2:20][S:9][CH2:2][C:3]1[CH:8]=[CH:7][CH:6]=[CH:5][CH:4]=1)[CH2:26][S:9][CH2:2][C:3]1[CH:8]=[CH:7][CH:6]=[CH:5][CH:4]=1)[CH3:19] |^1:0|. Procedure: Sodium (0.268 g, 11.6 mmol) was dissolved in ethanol (25 mL) and the resulting solution was treated with benzyl mercaptan (1.87 mL, 15.9 mmol). The reaction mixture was cooled on ice and the 2,2-bis-methylsulfonyloxymethyl-malonic acid diethyl ester (2.00 g, 5.31 mmol) was added. The reaction mixture was stirred at room temperature for 16 hours and then heated at 55° C. for 1.5 hours. The resulting solution was cooled to room temperature and poured into ice water. The product was extracted with ...